From a dataset of the Open Reaction Database (ORD), a public repository of structured organic reaction records. describe an organic reaction: reactants, conditions, products, and yield Reactants: C[O-].[Na+] (sodium methoxide), BrC(C(=O)OC)C1=CC=C(C=C1)OCCCOC1=CC=C(C=C1)Cl (methyl bromo{p-[3-(p-chlorophenoxy)propoxy]phenyl}acetate), C(C1=CC=CC=C1)OC1=CC=C(C=C1)O (p-benzyloxyphenol), C1=CC=CC=C1 (benzene). Reagents/catalysts: [I-].[K+] (potassium iodide). Run in CO (methanol). Product: COC(C(C1=CC=C(C=C1)OCCCOC1=CC=C(C=C1)Cl)OC1=CC=C(C=C1)OCC1=CC=CC=C1)=O (Methyl(p-benzyloxyphenoxy){p-[3- (p-chlorophenoxy)propoxy]phenyl}acetate). Yield: 52.6%. Reaction SMILES: Br[CH:2]([C:7]1[CH:12]=[CH:11][C:10]([O:13][CH2:14][CH2:15][CH2:16][O:17][C:18]2[CH:23]=[CH:22][C:21]([Cl:24])=[CH:20][CH:19]=2)=[CH:9][CH:8]=1)[C:3]([O:5][CH3:6])=[O:4].[CH2:25]([O:32][C:33]1[CH:38]=[CH:37][C:36]([OH:39])=[CH:35][CH:34]=1)[C:26]1[CH:31]=[CH:30][CH:29]=[CH:28][CH:27]=1.C1C=CC=CC=1.C[O-].[Na+]>[I-].[K+].CO>[CH3:6][O:5][C:3](=[O:4])[CH:2]([O:39][C:36]1[CH:35]=[CH:34][C:33]([O:32][CH2:25][C:26]2[CH:27]=[CH:28][CH:29]=[CH:30][CH:31]=2)=[CH:38][CH:37]=1)[C:7]1[CH:12]=[CH:11][C:10]([O:13][CH2:14][CH2:15][CH2:16][O:17][C:18]2[CH:23]=[CH:22][C:21]([Cl:24])=[CH:20][CH:19]=2)=[CH:9][CH:8]=1 |f:3.4,5.6|. Procedure details: To a mixture of 8.27 g of methyl bromo{p-[3-(p-chlorophenoxy)propoxy]phenyl}acetate, 5.0 g of p-benzyloxyphenol, 50 mg of potassium iodide, 10 ml of benzene and 40 ml of methanol is added 1.19 g of sodium methoxide. The mixture is refluxed for 24 hours and the solvent removed under reduced pressure. To the residue is added acetone and hexane and the solids filtered off. The filtrate is dried (MgSO4) and the solvent removed under reduced pressure. The residue is chromatographed over silica gel wi... As a reaction SMILES: [CH2:1]([O:4][C:5]1[CH:14]=[CH:13][C:8]([O:9][CH:10](C)[CH3:11])=[CH:7][CH:6]=1)[CH2:2][CH3:3].C(Cl)(=[O:17])C.C(Cl)(C)C>>[C:10]([O:9][C:8]1[CH:13]=[CH:14][C:5]([O:4][CH2:1][CH2:2][CH3:3])=[CH:6][CH:7]=1)(=[O:17])[CH3:11]. The product is C(C)(=O)OC1=CC=C(C=C1)OCCC (4-n-propoxyphenyl acetate). Procedure: Hydroquinone isopropyl n-propylether was reacted with acetyl chloride for 3 hours (RT) to give 4-n-propoxyphenyl acetate (yield >98%) together with isopropyl chloride. Starting materials: C(C)(C)Cl (isopropyl chloride), C(CC)OC1=CC=C(OC(C)C)C=C1 (Hydroquinone isopropyl n-propylether), C(C)(=O)Cl (acetyl chloride). Yield: 98.0%. The reactants are ClCCc1nnc2ccccc2c1Cl, C1COCCO1, Cc1cc(O)ccc1N. Product: Cl, Cc1cc(O)ccc1N1CCc2nnc3ccccc3c21. RXN SMILES: [Cl:1][c:2]1[c:3]([CH2:12][CH2:13][Cl:14])[n:4][n:5][c:6]2[cH:7][cH:8][cH:9][cH:10][c:11]12.[O:24]1[CH2:25][CH2:26][O:27][CH2:28][CH2:29]1.[OH:15][c:16]1[cH:17][c:18]([CH3:23])[c:19]([NH2:22])[cH:20][cH:21]1>>[ClH:1].[c:2]12[c:3]([n:4][n:5][c:6]3[cH:7][cH:8][cH:9][cH:10][c:11]13)[CH2:12][CH2:13][N:22]2[c:19]1[c:18]([CH3:23])[cH:17][c:16]([OH:15])[cH:21][cH:20]1. The reactants are CCOCC.[Cl-].[Na+].O (ether brine), BrCN1S(C2=C(C1=O)C(=CC(=C2)O)C(C)C)(=O)=O (2-bromomethyl-4-isopropyl-6-hydroxy-1,2-benzisothiazol-3(2H)-one 1,1-dioxide), C1(=CC=CC=C1)N1N=C(C=C1O)C(F)(F)F (1-phenyl-3-trifluoromethyl-5-hydroxypyrazole), C(=O)([O-])[O-].[Cs+].[Cs+] (Cs2CO3). Solvent: CN(C)C=O (DMF), CO (methanol). Reaction conditions: temperature 20 celsius, time 8 hour. Product: C(C)(C)C1=CC(=CC2=C1C(N(S2(=O)=O)COC2=CC(=NN2C2=CC=CC=C2)C(F)(F)F)=O)O (4-isopropyl-6-hydroxy-2-(1-phenyl-3-trifluoromethylpyrazol-5-yl-oxymethyl)-1,2-benzisothiazol-3(2H)-one 1,1-dioxide). Isolated yield 71.3%. RXN SMILES: [C:1]1([N:7]2[C:11]([OH:12])=[CH:10][C:9]([C:13]([F:16])([F:15])[F:14])=[N:8]2)[CH:6]=[CH:5][CH:4]=[CH:3][CH:2]=1.C([O-])([O-])=O.[Cs+].[Cs+].Br[CH2:24][N:25]1[C:29](=[O:30])[C:28]2[C:31]([CH:36]([CH3:38])[CH3:37])=[CH:32][C:33]([OH:35])=[CH:34][C:27]=2[S:26]1(=[O:40])=[O:39].CCOCC.[Cl-].[Na+].O>CO.CN(C=O)C>[CH:36]([C:31]1[C:28]2[C:29](=[O:30])[N:25]([CH2:24][O:12][C:11]3[N:7]([C:1]4[CH:2]=[CH:3][CH:4]=[CH:5][CH:6]=4)[N:8]=[C:9]([C:13]([F:15])([F:16])[F:14])[CH:10]=3)[S:26](=[O:40])(=[O:39])[C:27]=2[CH:34]=[C:33]([OH:35])[CH:32]=1)([CH3:38])[CH3:37] |f:1.2.3,5.6.7.8|. Reported procedure: A mixture 1-phenyl-3-trifluoromethyl-5-hydroxypyrazole (20.5 g; 89.92 mmol) and Cs2CO3 (17.6 g; 53.8 mmol) in methanol (50 ml) was stirred at 20° C. for 5 hours. The solvent was concentrated in vacuo, and the residue was dried in vacuo at 50° C. for 4 hours. To a solution of the above residue in 50 ml of DMF was added 2-bromomethyl-4-isopropyl-6-hydroxy-1,2-benzisothiazol-3(2H)-one 1,1-dioxide (25 g, 74.9 mmol) and the resulting mixture was stirred at room temperature (20° C.) overnight and pour... Reactants: NC1=CC(=C(OC2=C(C(=O)OCC)C=CC(=C2)F)C=C1C#C)Cl (ethyl 2-(4-amino-2-chloro-5-ethynylphenoxy)-4-fluorobenzoate), NaAuCl4.2H2O. Solvent: C(C)(=O)OCC (ethyl acetate), C(C)O (ethanol). Run at time 4 hour. Yields the product ClC1=C(C=C2C=CNC2=C1)OC1=C(C(=O)OCC)C=CC(=C1)F (ethyl 2-(6-chloro-1H-indol-5-yloxy)-4-fluorobenzoate). As a reaction SMILES: [NH2:1][C:2]1[C:20]([C:21]#[CH:22])=[CH:19][C:5]([O:6][C:7]2[CH:17]=[C:16]([F:18])[CH:15]=[CH:14][C:8]=2[C:9]([O:11][CH2:12][CH3:13])=[O:10])=[C:4]([Cl:23])[CH:3]=1>C(O)C.C(OCC)(=O)C>[Cl:23][C:4]1[CH:3]=[C:2]2[C:20]([CH:21]=[CH:22][NH:1]2)=[CH:19][C:5]=1[O:6][C:7]1[CH:17]=[C:16]([F:18])[CH:15]=[CH:14][C:8]=1[C:9]([O:11][CH2:12][CH3:13])=[O:10]. Procedure: To a solution of EXAMPLE 242D (1.0 g) in ethanol (20 mL) was added NaAuCl4.2H2O (60 mg). The mixture was stirred at room temperature for 4 hours. The mixture was diluted with ethyl acetate (200 mL) and washed with water, brine and dried over Na2SO4. The mixture was filtered, and the solvent was evaporated and the residue was loaded on a column and eluted with 10% ethyl acetate in hexane to give the pure product. Reaction SMILES: [C:2]1(=[O:18])[c:3]2[c:4]([cH:14][cH:15][cH:16][cH:17]2)[C:5](=[O:13])[N:6]1[CH:7]([CH2:8][CH2:9][C:10]#[N:11])[CH3:12].[CH3:20][OH:21].[NH3:1].[SH2:19]>>[C:2]1(=[O:18])[c:3]2[c:4]([cH:14][cH:15][cH:16][cH:17]2)[C:5](=[O:13])[N:6]1[CH:7]([CH2:8][CH2:9][C:10]([NH2:11])=[S:19])[CH3:12]. The reactants are CC(CCC#N)N1C(=O)c2ccccc2C1=O, CO, N, S. Product: CC(CCC(N)=S)N1C(=O)c2ccccc2C1=O. Reactants: Cc1ccc(-c2cc3nc(NN)cc(N4CCOCC4)n3n2)cn1, CC(=O)O, CCO, Cc1cccc(C=O)c1. The product is Cc1cccc(C=NNc2cc(N3CCOCC3)n3nc(-c4ccc(C)nc4)cc3n2)c1. Reaction SMILES: [CH3:1][c:2]1[cH:3][cH:4][c:5](-[c:8]2[n:9][n:10]3[c:11]([n:12][c:13]([NH:22][NH2:23])[cH:14][c:15]3[N:16]3[CH2:17][CH2:18][O:19][CH2:20][CH2:21]3)[cH:24]2)[cH:6][n:7]1.[CH3:25][C:26](=[O:27])[OH:28].[CH3:38][CH2:39][OH:40].[c:29]1([CH3:37])[cH:30][c:31]([CH:35]=[O:36])[cH:32][cH:33][cH:34]1>>[CH3:1][c:2]1[cH:3][cH:4][c:5](-[c:8]2[n:9][n:10]3[c:11]([n:12][c:13]([NH:22][N:23]=[CH:35][c:31]4[cH:30][c:29]([CH3:37])[cH:34][cH:33][cH:32]4)[cH:14][c:15]3[N:16]3[CH2:17][CH2:18][O:19][CH2:20][CH2:21]3)[cH:24]2)[cH:6][n:7]1.